From a dataset of the Open Reaction Database (ORD), a public repository of structured organic reaction records. describe an organic reaction: reactants, conditions, products, and yield The reactants are COC=1C=C(C=C(C1)OC)O (3,5-dimethoxyphenol), BrCC(=O)C1=CC(=CC(=C1)OC)OC (2-bromo-1-(3,5-dimethoxyphenyl)ethanone). Yields the product OC=1C=C(C=C(C1)O)C=1OC=2C(C1)=C(C=C(C2)O)O (2-(3,5-dihydroxyphenyl)-1-benzofuran-4,6-diol). Isolated yield 74.0%. Reaction SMILES: C[O:2][C:3]1[CH:4]=[C:5](O)[CH:6]=[C:7]([O:9]C)[CH:8]=1.Br[CH2:13][C:14]([C:16]1[CH:21]=[C:20]([O:22]C)[CH:19]=[C:18]([O:24]C)[CH:17]=1)=[O:15]>>[OH:22][C:20]1[CH:21]=[C:16]([C:14]2[O:15][C:5]3[C:6](=[C:7]([OH:9])[CH:8]=[C:3]([OH:2])[CH:4]=3)[CH:13]=2)[CH:17]=[C:18]([OH:24])[CH:19]=1. Reported procedure: This compound was prepared using Method A from 3,5-dimethoxyphenol and 2-bromo-1-(3,5-dimethoxyphenyl)ethanone: Yield 74% following procedures A.2 and A.5; m.p. 244° C. (dec.); IR 3349, 2920, 1610, 1442, 1252, 1134 cm−1; 1H-NMR (500 MHz, δ ppm, DMSO-d6) 9.78 (s, 1H), 9.33 (s, 2H), 9.32 (s, 1H), 7.01 (s, 1H), 6.62 (d, J=2.0, 2H), 6.39 (s, 1H), 6.19-6.15 (m, 2H); 13C-NMR (126 MHz, δ ppm, CD3OD) 160.0, 158.6, 157.9, 154.5, 152.4, 134.1, 112.9, 103.9, 103.4, 99.8, 98.8, 90.8. Reactants: C(C1=CC=CC=C1)OC(=O)N1N(C(CC1)C(=O)OC(C)(C)C)C(C(CC)N1C(C=2C(C1=O)=CC=C(C2)C(=O)OCC2=CC=CC=C2)=O)=O (tert.butyl 1-benzyloxycarbonyl-2-(5-benzyloxycarbonyl-2-phthalimidobutyryl)-3-pyrazolidinecarboxylate). Reagents/catalysts: [Pd] (palladium-on-carbon). Solvent: CO (methanol). Yields the product C(=O)(O)C1=CC=C2C(C(=O)N(C2=O)C(C(=O)N2NCCC2C(=O)OC(C)(C)C)CC)=C1 (tert.butyl 2-(5-carboxy-2-phthalimidobutyryl)-3-pyrazolidinecarboxylate). Yield: 97.4%. RXN SMILES: C(OC([N:11]1[CH2:15][CH2:14][CH:13]([C:16]([O:18][C:19]([CH3:22])([CH3:21])[CH3:20])=[O:17])[N:12]1[C:23](=[O:48])[CH:24]([N:27]1[C:31](=[O:32])[C:30]2=[CH:33][CH:34]=[C:35]([C:37]([O:39]CC3C=CC=CC=3)=[O:38])[CH:36]=[C:29]2[C:28]1=[O:47])[CH2:25][CH3:26])=O)C1C=CC=CC=1>CO.[Pd]>[C:37]([C:35]1[CH:36]=[C:29]2[C:28]([N:27]([CH:24]([CH2:25][CH3:26])[C:23]([N:12]3[CH:13]([C:16]([O:18][C:19]([CH3:20])([CH3:21])[CH3:22])=[O:17])[CH2:14][CH2:15][NH:11]3)=[O:48])[C:31](=[O:32])[C:30]2=[CH:33][CH:34]=1)=[O:47])([OH:39])=[O:38]. Procedure details: 24.97 g of tert.butyl 1-benzyloxycarbonyl-2-(5-benzyloxycarbonyl-2-phthalimidobutyryl)-3-pyrazolidinecarboxylate were dissolved in 250 ml of methanol and hydrogenated over 2 g of 10% palladium-on-carbon. The catalyst was removed by filtration and the filtrate was evaporated to give 16 g (98%) of tert.butyl 2-(5-carboxy-2-phthalimidobutyryl)-3-pyrazolidinecarboxylate (2 diastereomers) in the form of a gum. Reactants: aldehyde, reagent, S(O)(O)(=O)=O (sulfuric acid), [O-2].[Cr+6].[O-2].[O-2] (chromium (VI) oxide), C(C)(C)[C@@H]1CC[C@H](CC1)C=O (trans-4-isopropylcyclohexane-1-carboxaldehyde), C(C)(C)C1=CCC(CC1)C=O (4-isopropyl-3-cyclohexene-1-carboxaldehyde). Run in CC(=O)C (acetone), O (water). Conditions: temperature 10 celsius. The product is CC(=O)C.OS(=O)(=O)O.O=[Cr](=O)=O (Jones reagent), solid. RXN SMILES: C(C1CC[CH:7]([CH:10]=[O:11])CC=1)(C)C.[CH:12]([C@H]1CC[C@H](C=O)CC1)(C)C.[S:23](=[O:27])(=[O:26])([OH:25])[OH:24].[O-2:28].[Cr+6:29].[O-2:30].[O-2:31]>CC(C)=O.O>[CH3:12][C:10]([CH3:7])=[O:11].[OH:26][S:23]([OH:27])(=[O:25])=[O:24].[O:28]=[Cr:29](=[O:31])=[O:30] |f:3.4.5.6,9.10.11|. Reported procedure: A mixture of perillaldehyde (500 g) and 10% sulfuric acid (3 liters) was vigorously stirred for 3 hrs. at reflux (105° C.) under a nitrogen atmosphere. After cooling, the oily layer was separated from the acid, added to methanol (3 liters) and the resultant solution purged with nitrogen. Potassium hydroxide pellets (80 g) were fed into the solution, which was then refluxed (65° C.) for 2 hrs. under an atmosphere of nitrogen. The reaction mixture was then cooled to room temperature and concentrat... Reactants: C1(CCCCC1)C(=O)Cl (Cyclohexanoyl chloride), N1=CC=CC=C1 (pyridine), C(C1=CC=CC=C1)OC([C@@H](N)CC1=CC=C(C=C1)OCC1=CC=CC=C1)=O (O-benzyltyrosine benzyl ester). Reagents/catalysts: [Pd] (palladium on carbon). Run in CO.O1CCCC1 (methanol tetrahydrofuran). Reaction conditions: temperature 0 celsius, time 2 hour. Yields the product C1(CCCCC1)C(=O)N[C@@H](CC1=CC=C(C=C1)O)C(=O)O (N-cyclohexanoyl-(L)-tyrosine). Yield: 63.8%. RXN SMILES: [CH:1]1([C:7](Cl)=[O:8])[CH2:6][CH2:5][CH2:4][CH2:3][CH2:2]1.N1C=CC=CC=1.C([O:23][C:24](=[O:42])[C@H:25]([CH2:27][C:28]1[CH:33]=[CH:32][C:31]([O:34]CC2C=CC=CC=2)=[CH:30][CH:29]=1)[NH2:26])C1C=CC=CC=1>CO.O1CCCC1.[Pd]>[CH:1]1([C:7]([NH:26][C@H:25]([C:24]([OH:42])=[O:23])[CH2:27][C:28]2[CH:29]=[CH:30][C:31]([OH:34])=[CH:32][CH:33]=2)=[O:8])[CH2:6][CH2:5][CH2:4][CH2:3][CH2:2]1 |f:3.4|. Reported procedure: Cyclohexanoyl chloride (7 mL, 47 mmole) was added dropwise to a stirred solution of dry pyridine (400 mL) and O-benzyltyrosine benzyl ester (25 g, 46.8 mmole). The reaction temperature was maintained at 0° C. throughout the addition. The reaction mixture was stirred for an additional 2 hours after the addition was complete. The reaction mixture was concentrated to dryness in vacuo to provide a solid material. The solid was washed with aqueous hydrochloric acid (1N, 4×400 mL). The residue was dis... The reactants are CC(=O)c1ccncc1, Cc1ccccc1, NCCCN, O. Yields the product CC(NCCCN)c1ccncc1. RXN SMILES: [C:1]([CH3:2])(=[O:3])[c:4]1[cH:5][cH:6][n:7][cH:8][cH:9]1.[CH3:16][c:17]1[cH:18][cH:19][cH:20][cH:21][cH:22]1.[NH2:10][CH2:11][CH2:12][CH2:13][NH2:14].[OH2:15]>>[CH:1]([CH3:2])([c:4]1[cH:5][cH:6][n:7][cH:8][cH:9]1)[NH:10][CH2:11][CH2:12][CH2:13][NH2:14]. Reactants: [Br-], C=CCBr, C1CCOC1, CCCC[N+](CCCC)(CCCC)CCCC, [H-], Cc1cn2ccc(N)c(I)c2n1, [Na+]. Yields the product C=CCNc1ccn2cc(C)nc2c1I. As a reaction SMILES: [Br-:24].[CH2:15]([CH:16]=[CH2:17])[Br:18].[CH2:19]1[O:20][CH2:21][CH2:22][CH2:23]1.[CH3:25][CH2:26][CH2:27][CH2:28][N+:29]([CH2:30][CH2:31][CH2:32][CH3:33])([CH2:34][CH2:35][CH2:36][CH3:37])[CH2:38][CH2:39][CH2:40][CH3:41].[H-:14].[NH2:1][c:2]1[c:3]([I:12])[c:4]2[n:5]([cH:6][cH:7]1)[cH:8][c:9]([CH3:11])[n:10]2.[Na+:13]>>[NH:1]([c:2]1[c:3]([I:12])[c:4]2[n:5]([cH:6][cH:7]1)[cH:8][c:9]([CH3:11])[n:10]2)[CH2:17][CH:16]=[CH2:15]. Procedure details: A Grignard reagent, prepared from 3.38 g magnesium and 2.27 g cyclohexyl bromide in anhydrous THF in the usual way, was added dropwise under a nitrogen gas stream to a solution of 1,1-dimethyl-2-propynyl benzoylformate in anyhdrous THF under ice cooling, and stirring was continued for 18 hours under cooling with water. A solution of 7.5 g ammonium chloride in 30 ml water was then added under ice cooling. The separated organic layer was collected, washed with water, dried over anhydrous magnesium... Conditions: time 18 hour. Reaction SMILES: [Mg].[CH:2]1(Br)[CH2:7][CH2:6][CH2:5][CH2:4][CH2:3]1.[C:9]([C:17]([O:19][C:20]([CH3:24])([CH3:23])[C:21]#[CH:22])=[O:18])(=[O:16])[C:10]1[CH:15]=[CH:14][CH:13]=[CH:12][CH:11]=1.[Cl-].[NH4+]>C1COCC1.O>[CH:2]1([C:9]([C:10]2[CH:11]=[CH:12][CH:13]=[CH:14][CH:15]=2)([OH:16])[C:17]([O:19][C:20]([CH3:24])([CH3:23])[C:21]#[CH:22])=[O:18])[CH2:7][CH2:6][CH2:5][CH2:4][CH2:3]1 |f:3.4|. Run in C1CCOC1 (THF), C1CCOC1 (THF), O (water), O (water). Reactants: C(C1=CC=CC=C1)(=O)C(=O)OC(C#C)(C)C (1,1-dimethyl-2-propynyl benzoylformate), Grignard reagent, [Mg] (magnesium), C1(CCCCC1)Br (cyclohexyl bromide), [Cl-].[NH4+] (ammonium chloride). The product is C1(CCCCC1)C(C(=O)OC(C#C)(C)C)(O)C1=CC=CC=C1 (1.1-dimethyl-2-propynyl α-cyclohexyl-α-phenylglycolate). Starting materials: ClC=1C=C(C=C(C1)Cl)C(CC(=O)O)NC(=O)OCC1C2=CC=CC=C2C=2C=CC=CC12 (3-(3,5-dichlorophenyl)-3-(9H-fluoren-9-ylmethoxycarbonylamino)propionic acid), polystyrene, OH, N1=C(C=CC=C1)NCCOC(=O)NCC(=O)O ([2-(pyridin-2-ylamino)ethoxycarbonylamino]acetic acid). Product: ClC=1C=C(C=C(C1)Cl)C(CC(=O)O)NC(CNC(=O)OCCNC1=NC=CC=C1)=O (3-(3,5-dichlorophenyl)-3-{2-[2-(pyridin-2-ylamino)ethoxycarbonylamino]ethanoylamino}propionic acid). As a reaction SMILES: [Cl:1][C:2]1[CH:3]=[C:4]([CH:9]([NH:14][C:15]([O:17]CC2C3C=CC=CC=3C3C2=CC=CC=3)=O)[CH2:10][C:11]([OH:13])=[O:12])[CH:5]=[C:6]([Cl:8])[CH:7]=1.[N:32]1[CH:37]=[CH:36][CH:35]=[CH:34][C:33]=1[NH:38][CH2:39][CH2:40][O:41][C:42]([NH:44][CH2:45]C(O)=O)=[O:43]>>[Cl:8][C:6]1[CH:5]=[C:4]([CH:9]([NH:14][C:15](=[O:17])[CH2:45][NH:44][C:42]([O:41][CH2:40][CH2:39][NH:38][C:33]2[CH:34]=[CH:35][CH:36]=[CH:37][N:32]=2)=[O:43])[CH2:10][C:11]([OH:13])=[O:12])[CH:3]=[C:2]([Cl:1])[CH:7]=1. Reported procedure: prepared by reaction of 3-(3,5-dichlorophenyl)-3-(9H-fluoren-9-ylmethoxycarbonylamino)propionic acid with the solid phase polystyrene A OH (Rapp, Art. No. HA 1 400 00), is reacted with [2-(pyridin-2-ylamino)ethoxycarbonylamino]acetic acid and cleaved off from the support, giving 3-(3,5-dichlorophenyl)-3-{2-[2-(pyridin-2-ylamino)ethoxycarbonylamino]ethanoylamino}propionic acid. Reactants: C=O (formaldehyde), CC(CCCCCC)NCCCCC1=CC=CC=C1 (N-(1-methylheptyl)-4-phenylbutylamine). Solvent: C(=O)O (formic acid). Product: CN(C(CCCCCC)C)CCCCC1=CC=CC=C1 (N-methyl-N-(1-methylheptyl)-4-phenylbutylamine). As a reaction SMILES: [CH3:1][CH:2]([NH:9][CH2:10][CH2:11][CH2:12][CH2:13][C:14]1[CH:19]=[CH:18][CH:17]=[CH:16][CH:15]=1)[CH2:3][CH2:4][CH2:5][CH2:6][CH2:7][CH3:8].[CH2:20]=O>C(O)=O>[CH3:20][N:9]([CH2:10][CH2:11][CH2:12][CH2:13][C:14]1[CH:15]=[CH:16][CH:17]=[CH:18][CH:19]=1)[CH:2]([CH3:1])[CH2:3][CH2:4][CH2:5][CH2:6][CH2:7][CH3:8]. Reported procedure: 4-Phenylbutyryl chloride was reacted with 1-methylheptylamine to provide N-(1-methylheptyl)-4-phenylbutyramide, which, when reduced by reaction with dibroane in tetrahydrofuran, provided N-(1-methylheptyl)-4-phenylbutylamine. The amine so formed was reacted with formic acid and formaldehyde to give N-methyl-N-(1-methylheptyl)-4-phenylbutylamine.